Dataset: the Open Reaction Database (ORD), a public repository of structured organic reaction records. Task: describe an organic reaction: reactants, conditions, products, and yield Procedure details: 500 mg of succinic anhydride was added to a solution of 500 mg of alanyl proline ethylamide in form of dioxane (10 ml) and 0.25 ml of dimethylformamide and the reaction solution heated under reflux for 30 minutes. Then the solution was evaporated and the residue crystallized from 10 ml of acetone and 30 ml of ether. 510 mg of a product having a melting point of 139 to 141 degrees C. was obtained. [α[D20 -129.2 degrees (c 0.3; 50% methyl alcohol). Solvent: CO (methyl alcohol). The product is C(C)NC([C@H]1N(CCC1)C([C@@H](NC(CCC(=O)O)=O)C)=O)=O (3-Carboxypropionylalanyl Proline Ethylamide). As a reaction SMILES: [C:1]1(=[O:7])[O:6][C:4](=[O:5])[CH2:3][CH2:2]1.[CH2:8]([NH:10][C:11](=[O:22])[C@@H:12]1[CH2:16][CH2:15][CH2:14][N:13]1[C:17](=[O:21])[C@H:18]([CH3:20])[NH2:19])[CH3:9].O1CCOCC1.CN(C)C=O>CO>[CH2:8]([NH:10][C:11](=[O:22])[C@@H:12]1[CH2:16][CH2:15][CH2:14][N:13]1[C:17](=[O:21])[C@H:18]([CH3:20])[NH:19][C:4](=[O:5])[CH2:3][CH2:2][C:1]([OH:6])=[O:7])[CH3:9]. Starting materials: C1(CCC(=O)O1)=O (succinic anhydride), C(C)NC([C@H]1N(CCC1)C([C@@H](N)C)=O)=O (alanyl proline ethylamide), O1CCOCC1 (dioxane), CN(C=O)C (dimethylformamide). Starting materials: C1(=CC=CC=C1)N=NC1=CC=C(OCC(=O)OCC)C=C1 (ethyl 2-[4-(phenylazo)phenoxy]-ethanoate), Cl (HCl), [OH-].[Na+] (NaOH). The solvent is CN(C=O)C (dimethylformamide), O (water). Conditions: temperature 90 celsius, time 1.5 hour. Yields the product C1(=CC=CC=C1)N=NC1=CC=C(OCC(=O)O)C=C1 (2-[4-(phenylazo)phenoxy]-ethanoic acid). Yield: 81.0%. Reaction SMILES: [C:1]1([N:7]=[N:8][C:9]2[CH:21]=[CH:20][C:12]([O:13][CH2:14][C:15]([O:17]CC)=[O:16])=[CH:11][CH:10]=2)[CH:6]=[CH:5][CH:4]=[CH:3][CH:2]=1.[OH-].[Na+].Cl>CN(C)C=O.O>[C:1]1([N:7]=[N:8][C:9]2[CH:10]=[CH:11][C:12]([O:13][CH2:14][C:15]([OH:17])=[O:16])=[CH:20][CH:21]=2)[CH:2]=[CH:3][CH:4]=[CH:5][CH:6]=1 |f:1.2|. Reported procedure: 3.66 g (0.013 mol) of ethyl 2-[4-(phenylazo)phenoxy]-ethanoate was dissolved in a mixture of 160 mL of dimethylformamide and 40 mL of water in a 250 mL one-neck round flask fitted with a magnetic stirring bar and a reflux condenser by heating to 90° C. while stirring on an oil bath. 3.6 g (0.090 mol) of NaOH was added in once through the condenser. Stirring and heating were continued for 1.5 h after which the reaction mixture was left for cooling finally on an ice-bath. The reaction mixture was ... Starting materials: CN(C[C@@H](CC(=O)OCC1=CC=CC=C1)NS(=O)(=O)C=1C=NC(=CC1)OC1=CC=CC=C1)C ((R)-benzyl 4-(dimethylamino)-3-(6-phenoxypyridine-3-sulfonamido)butanoate), CI (methyl iodide). The solvent is C(Cl)Cl (CH2Cl2). Conditions: time 8 hour. Product: [I-].C(C1=CC=CC=C1)OC(C[C@H](C[N+](C)(C)C)NS(=O)(=O)C=1C=NC(=CC1)OC1=CC=CC=C1)=O ((R)-4-(benzyloxy)-N,N,N-trimethyl-4-oxo-2-(6-phenoxypyridine-3-sulfonamido)butan-1-aminium iodide). As a reaction SMILES: [CH3:1][N:2]([CH3:33])[CH2:3][C@H:4]([NH:16][S:17]([C:20]1[CH:21]=[N:22][C:23]([O:26][C:27]2[CH:32]=[CH:31][CH:30]=[CH:29][CH:28]=2)=[CH:24][CH:25]=1)(=[O:19])=[O:18])[CH2:5][C:6]([O:8][CH2:9][C:10]1[CH:15]=[CH:14][CH:13]=[CH:12][CH:11]=1)=[O:7].[CH3:34][I:35]>C(Cl)Cl>[I-:35].[CH2:9]([O:8][C:6](=[O:7])[CH2:5][C@@H:4]([NH:16][S:17]([C:20]1[CH:21]=[N:22][C:23]([O:26][C:27]2[CH:32]=[CH:31][CH:30]=[CH:29][CH:28]=2)=[CH:24][CH:25]=1)(=[O:19])=[O:18])[CH2:3][N+:2]([CH3:34])([CH3:1])[CH3:33])[C:10]1[CH:11]=[CH:12][CH:13]=[CH:14][CH:15]=1 |f:3.4|. Reported procedure: To a solution of (R)-benzyl 4-(dimethylamino)-3-(6-phenoxypyridine-3-sulfonamido)butanoate in CH2Cl2 (2 mL) was added methyl iodide (100 pit). The reaction was stirred overnight and concentrated to dryness to give the title compound in quantitative yield. 1H NMR (400 MHz, CDCl3) δ ppm 8.63 (s, 1H), 8.26 (d, J=8.8 Hz, 1H), 7.43 (t, J=7.7 Hz, 2H), 7.39-7.29 (m, 5H), 7.13 (d, J=8.1 Hz, 2H), 6.99 (d, 1H, J=8.8 Hz, 1H) 5.14-5.03 (m, 2H), 4.49-4.41 (m, 1H), 4.36-4.30 (m, 1H), 3.74-3.71 (m, 1H), 3.42 (... Starting materials: Clc1cccnc1N1CCNCC1, Cl, O=C(O)C1CN(S(=O)(=O)c2ccccc2)C(=O)N1c1ccccc1Cl. Product: O=C(C1CN(S(=O)(=O)c2ccccc2)C(=O)N1c1ccccc1Cl)N1CCN(c2ncccc2Cl)CC1. RXN SMILES: [Cl:27][c:28]1[c:29]([N:34]2[CH2:35][CH2:36][NH:37][CH2:38][CH2:39]2)[n:30][cH:31][cH:32][cH:33]1.[ClH:26].[c:1]1([S:7](=[O:8])(=[O:9])[N:10]2[C:11](=[O:25])[N:12]([c:18]3[c:19]([Cl:24])[cH:20][cH:21][cH:22][cH:23]3)[CH:13]([C:15](=[O:16])[OH:17])[CH2:14]2)[cH:2][cH:3][cH:4][cH:5][cH:6]1>>[c:1]1([S:7](=[O:8])(=[O:9])[N:10]2[C:11](=[O:25])[N:12]([c:18]3[c:19]([Cl:24])[cH:20][cH:21][cH:22][cH:23]3)[CH:13]([C:15](=[O:16])[N:37]3[CH2:36][CH2:35][N:34]([c:29]4[c:28]([Cl:27])[cH:33][cH:32][cH:31][n:30]4)[CH2:39][CH2:38]3)[CH2:14]2)[cH:2][cH:3][cH:4][cH:5][cH:6]1. Yields the product ClC1=CC=C2C(=CC=NC2=C1)NCCCN1CCCCC1 ((7-Chloro-quinolin-4-yl)-(3-piperidin-1-yl-propyl)-amine). Procedure details: 2.73 g from 2.83 g of 3-(piperidin-1-yl)-propylamine and 3.94 g of 4,7-dichloroquinoline (reaction duration, 16 hours at 140° C.); the base (yellowish crystals from acetonitrile, m.p.: 113°-116° C.) was converted with isopropanolic hydrochloric acid into the dihydrochloride which when recrystallized from acetonitrile/ethanol, yielded colourless crystals, m.p.: 137°-141° C. Run in C(C)#N (acetonitrile). Reactants: C1(=C(C(=C(C(=C1F)F)F)N)F)N.Cl.Cl (dihydrochloride), N1(CCCCC1)CCCN (3-(piperidin-1-yl)-propylamine), ClC1=CC=NC2=CC(=CC=C12)Cl (4,7-dichloroquinoline), Cl (hydrochloric acid). As a reaction SMILES: [N:1]1([CH2:7][CH2:8][CH2:9][NH2:10])[CH2:6][CH2:5][CH2:4][CH2:3][CH2:2]1.Cl[C:12]1[C:21]2[C:16](=[CH:17][C:18]([Cl:22])=[CH:19][CH:20]=2)[N:15]=[CH:14][CH:13]=1.Cl.C1(N)C(F)=C(F)C(F)=C(N)C=1F.Cl.Cl>C(#N)C>[Cl:22][C:18]1[CH:17]=[C:16]2[C:21]([C:12]([NH:10][CH2:9][CH2:8][CH2:7][N:1]3[CH2:6][CH2:5][CH2:4][CH2:3][CH2:2]3)=[CH:13][CH:14]=[N:15]2)=[CH:20][CH:19]=1 |f:3.4.5|.